From a dataset of the Open Reaction Database (ORD), a public repository of structured organic reaction records. describe an organic reaction: reactants, conditions, products, and yield The reactants are CCC[Mg+], C1CCOC1, [Cl-], [Cl-], CON(C)C(=O)c1cccc(F)c1, [NH4+]. Yields the product CCCC(=O)c1cccc(F)c1. As a reaction SMILES: [CH2:15]([CH2:16][CH3:17])[Mg+:18].[CH2:21]1[O:22][CH2:23][CH2:24][CH2:25]1.[Cl-:14].[Cl-:19].[F:1][c:2]1[cH:3][c:4]([C:5](=[O:6])[N:7]([O:8][CH3:9])[CH3:10])[cH:11][cH:12][cH:13]1.[NH4+:20]>>[F:1][c:2]1[cH:3][c:4]([C:5](=[O:6])[CH2:15][CH2:16][CH3:17])[cH:11][cH:12][cH:13]1.